This data is from the Open Reaction Database (ORD), a public repository of structured organic reaction records. The task is: describe an organic reaction: reactants, conditions, products, and yield Reactants: BrC1=CC=C(C=C1)C(C)(C)C (1-bromo-4-tert-butyl-benzene), C(=O)C1=CC=C(O1)B(O)O (5-formyl-2-furan-boronic acid), C([O-])([O-])=O.[Na+].[Na+] (sodium carbonate). Reagents/catalysts: C=1C=CC(=CC1)[P](C=2C=CC=CC2)(C=3C=CC=CC3)[Pd]([P](C=4C=CC=CC4)(C=5C=CC=CC5)C=6C=CC=CC6)([P](C=7C=CC=CC7)(C=8C=CC=CC8)C=9C=CC=CC9)[P](C=1C=CC=CC1)(C=1C=CC=CC1)C=1C=CC=CC1 (tetrakis(triphenylphosphine)palladium). Run in C(OC)COC (dimethoxyethane), C(C)O (ethanol), O (water), C(C)(=O)OCC (ethyl acetate), O (water). Conditions: time 5 minute. Product: C(C)(C)(C)C1=CC=C(C=C1)C1=CC=C(O1)C=O (5-(4-tert-butyl-phenyl)-furan-2-carbaldehyde). The yield is 72.2%. RXN SMILES: Br[C:2]1[CH:7]=[CH:6][C:5]([C:8]([CH3:11])([CH3:10])[CH3:9])=[CH:4][CH:3]=1.[CH:12]([C:14]1[O:18][C:17](B(O)O)=[CH:16][CH:15]=1)=[O:13].C(=O)([O-])[O-].[Na+].[Na+]>C(COC)OC.C(O)C.C(OCC)(=O)C.O.C1C=CC([P]([Pd]([P](C2C=CC=CC=2)(C2C=CC=CC=2)C2C=CC=CC=2)([P](C2C=CC=CC=2)(C2C=CC=CC=2)C2C=CC=CC=2)[P](C2C=CC=CC=2)(C2C=CC=CC=2)C2C=CC=CC=2)(C2C=CC=CC=2)C2C=CC=CC=2)=CC=1>[C:8]([C:5]1[CH:6]=[CH:7][C:2]([C:17]2[O:18][C:14]([CH:12]=[O:13])=[CH:15][CH:16]=2)=[CH:3][CH:4]=1)([CH3:11])([CH3:10])[CH3:9] |f:2.3.4,^1:47,49,68,87|. Procedure: To a round bottom flask containing 1-bromo-4-tert-butyl-benzene (1.5 g, 7.04 mmol) and 5-formyl-2-furan-boronic acid (1.47 g, 10.56 mmol) in dimethoxyethane (80 mL) and ethanol (20 mL) was added an aqueous solution of sodium carbonate (2.24 g, 21.12 mmol) m water (30 mL). The reaction mixture was stirred at room temperature for 5 minutes, followed by the addition of tetrakis(triphenylphosphine)palladium (404 mg, 0.35 mmol). The reaction mixture was heated at 70° C. for 1 h. The reaction mixture ...